This data is from the Open Reaction Database (ORD), a public repository of structured organic reaction records. The task is: describe an organic reaction: reactants, conditions, products, and yield Reactants: C1(CC12CCCCC2)C(=O)O (Spiro[2.5]octane-1-carboxylic acid), C(=O)(N1C=NC=C1)N1C=NC=C1 (1,1′-carbonyldiimidazole), C(C)(=O)OCC (ethyl acetate), Cl.N[C@H](C(=O)N)C ((2S)-2-aminopropanamide hydrochloride). Run in O (water), O (water). Run at time 2 hour. The product is NC([C@H](C)NC(=O)[C@H]1CC12CCCCC2)=O ((1S)—N-[(1S)-2-amino-1-methyl-2-oxoethyl]spiro[2.5]octane-1-carboxamide). As a reaction SMILES: [CH:1]1([C:9]([OH:11])=O)[C:3]2([CH2:8][CH2:7][CH2:6][CH2:5][CH2:4]2)[CH2:2]1.C(N1C=CN=C1)(N1C=CN=C1)=O.C(OCC)(=O)C.Cl.[NH2:31][C@@H:32]([CH3:36])[C:33]([NH2:35])=[O:34]>O>[NH2:35][C:33](=[O:34])[C@@H:32]([NH:31][C:9]([C@@H:1]1[C:3]2([CH2:4][CH2:5][CH2:6][CH2:7][CH2:8]2)[CH2:2]1)=[O:11])[CH3:36] |f:3.4|. Procedure details: A 1000 mL flask was charged with the product from Example 1B (47.8 g, 0.31 mol), 1,1′-carbonyldiimidazole (60.8 g, 0.37 mol) and 500 mL of ethyl acetate. The mixture was stirred at ambient temperature for 2 hours then (2S)-2-aminopropanamide hydrochloride (46.7 g, 0.70 mol, commercially available from Aldrich) and 30 mL of water were charged to the flask. The reaction mixture was heated at 65° C. for 19 hours. After cooling to ambient temperature, the reaction flask was charged with 500 mL of wa... Reactants: CC(C)(C)[O-], OCc1csc(-c2ccc(Cl)cc2)n1, [K+], CN(C)C=O, O, CSc1nc2cc[nH]c(=O)c2c(-c2ccc(OCCO)cc2)c1C#N. Product: N#Cc1c(OCc2csc(-c3ccc(Cl)cc3)n2)nc2cc[nH]c(=O)c2c1-c1ccc(OCCO)cc1. RXN SMILES: [CH3:1][C:2]([CH3:3])([O-:4])[CH3:5].[Cl:7][c:8]1[cH:9][cH:10][c:11](-[c:14]2[s:15][cH:16][c:17]([CH2:19][OH:20])[n:18]2)[cH:12][cH:13]1.[K+:6].[O:47]=[CH:48][N:49]([CH3:50])[CH3:51].[OH2:46].[OH:21][CH2:22][CH2:23][O:24][c:25]1[cH:26][cH:27][c:28](-[c:31]2[c:32]([C:44]#[N:45])[c:33]([S:42][CH3:43])[n:34][c:35]3[cH:36][cH:37][nH:38][c:39](=[O:41])[c:40]23)[cH:29][cH:30]1>>[Cl:7][c:8]1[cH:9][cH:10][c:11](-[c:14]2[s:15][cH:16][c:17]([CH2:19][O:20][c:33]3[c:32]([C:44]#[N:45])[c:31](-[c:28]4[cH:27][cH:26][c:25]([O:24][CH2:23][CH2:22][OH:21])[cH:30][cH:29]4)[c:40]4[c:35]([n:34]3)[cH:36][cH:37][nH:38][c:39]4=[O:41])[n:18]2)[cH:12][cH:13]1. Reactants: C(C)(=O)O (acetic acid), Carboxylate, [Mg] (magnesium), oxide, carboxylate. The product is C(C)(=O)[O-].[Mg+2].C(C)(=O)[O-] (magnesium acetate), [O-2].[Mg+2] (magnesium oxide), magnesia. Reaction SMILES: [Mg:1].[C:2]([OH:5])(=[O:4])[CH3:3]>>[C:2]([O-:5])(=[O:4])[CH3:3].[Mg+2:1].[C:2]([O-:5])(=[O:4])[CH3:3].[O-2:4].[Mg+2:1] |f:2.3.4,5.6|. Reported procedure: Carboxylate salts of electropositive metals such as magnesium can be readily prepared by reaction of the oxide with an aqueous solution of the free acid form of the desired carboxylate. Thus, magnesium acetate can be readily obtained by the reaction of magnesium oxide, i.e. magnesia, with acetic acid in aqueous solution. In this reaction magnesium hydroxide may be substituted for magnesium oxide as the source of magnesium. The reactants are CC(=O)Cl, CCCCC, CC(=O)CC(C)=O, Cl[Sn]Cl. As a reaction SMILES: [CH3:11][C:12]([Cl:13])=[O:14].[CH3:15][CH2:16][CH2:17][CH2:18][CH3:19].[CH3:4][C:5](=[O:6])[CH2:7][C:8]([CH3:9])=[O:10].[Sn:1]([Cl:2])[Cl:3]>>[Sn:1]([Cl:2])([Cl:3])([C:5]([CH3:4])=[CH:7][C:8]([CH3:9])=[O:10])[Cl:13]. Product: CC(=O)C=C(C)[Sn](Cl)(Cl)Cl. The reactants are FC1=CC=CC2=C1CCC(C(N2CC(F)(F)F)=O)N2N=NC(=C2)C2=C(C=C(C=C2)C2=CC=NC=C2)F (6-fluoro-3-{-4-[2-fluoro-4-(pyridin-4-yl)phenyl]-1H-1,2,3-triazol-1-yl}-1-(2,2,2-trifluoroethyl)-1,3,4,5-tetrahydro-2H-1-benzazepin-2-one), C(#C)C1=C(C=C(C=C1)C1=NC(=NO1)C)OC (5-(4-ethynyl-3-methoxy-phenyl)-3-methyl-1,2,4-oxadiazole), alkyne. Product: FC1=CC=CC2=C1CCC(C(N2CC(F)(F)F)=O)N2N=NC(=C2)C2=C(C=C(C=C2)C2=NC(=NO2)C)OC (6-fluoro-3-{4-[2-methoxy-4-(3-methyl-1,2,4-oxadiazol-5-yl)phenyl]-1H-1,2,3-triazol-1-yl}-1-(2,2,2-trifluoroethyl)-1,3,4,5-tetrahydro-2H-1-benzazepin-2-one). RXN SMILES: [F:1][C:2]1[C:7]2[CH2:8][CH2:9][CH:10]([N:19]3C=C(C4C=CC(C5C=CN=CC=5)=CC=4F)[N:21]=[N:20]3)[C:11](=[O:18])[N:12]([CH2:13][C:14]([F:17])([F:16])[F:15])[C:6]=2[CH:5]=[CH:4][CH:3]=1.[C:37]([C:39]1[CH:44]=[CH:43][C:42]([C:45]2[O:49][N:48]=[C:47]([CH3:50])[N:46]=2)=[CH:41][C:40]=1[O:51][CH3:52])#[CH:38]>>[F:1][C:2]1[C:7]2[CH2:8][CH2:9][CH:10]([N:19]3[CH:38]=[C:37]([C:39]4[CH:44]=[CH:43][C:42]([C:45]5[O:49][N:48]=[C:47]([CH3:50])[N:46]=5)=[CH:41][C:40]=4[O:51][CH3:52])[N:21]=[N:20]3)[C:11](=[O:18])[N:12]([CH2:13][C:14]([F:15])([F:16])[F:17])[C:6]=2[CH:5]=[CH:4][CH:3]=1. Procedure details: The title compound was prepared by the same route as 6-fluoro-3-{-4-[2-fluoro-4-(pyridin-4-yl)phenyl]-1H-1,2,3-triazol-1-yl}-1-(2,2,2-trifluoroethyl)-1,3,4,5-tetrahydro-2H-1-benzazepin-2-one using 5-(4-ethynyl-3-methoxy-phenyl)-3-methyl-1,2,4-oxadiazole as the alkyne. Starting materials: C(C)C1(NC(CC(C1C)=O)(C)CC)C (2,6-diethyl-2,3,6-trimethylpiperidine-4-one), C(CN)N (ethylenediamine). Reagents/catalysts: [Pt].[C] (platin carbon). Run in CO (methanol). Reaction conditions: time 106 hour. Product: C(C)C1(NC(CC(C1C)NCCNC1C(C(NC(C1)(CC)C)(CC)C)C)(C)CC)C (N,N'-Bis-(2,6-diethyl-2,3,6-trimethyl-4-piperidyl)-ethylenediamine). Reaction SMILES: [CH2:1]([C:3]1([CH3:14])[CH:8]([CH3:9])[C:7](=O)[CH2:6][C:5]([CH2:12][CH3:13])([CH3:11])[NH:4]1)[CH3:2].[CH2:15]([NH2:18])[CH2:16][NH2:17]>CO.[Pt].[C]>[CH2:1]([C:3]1([CH3:14])[CH:8]([CH3:9])[CH:7]([NH:17][CH2:16][CH2:15][NH:18][CH:7]2[CH2:6][C:5]([CH3:11])([CH2:12][CH3:13])[NH:4][C:3]([CH3:14])([CH2:1][CH3:2])[CH:8]2[CH3:9])[CH2:6][C:5]([CH2:12][CH3:13])([CH3:11])[NH:4]1)[CH3:2] |f:3.4|. Procedure details: 197.3 g of 2,6-diethyl-2,3,6-trimethylpiperidine-4-one and 30.0 g of ethylenediamine are dissolved in one liter of methanol. 10 g of a platin-carbon catalyst (5% b.w. Pt) are added, and the solution is hydrogenated at 30°-35° C. and normal pressure. Hydrogenation is completed after 106 hours. The catalyst is filtered off, the solvent is evaporated in vacuo, and the oily residue is purified by molecular distillation at 150° C. and 0.005 mm Hg. N,N'-Bis-(2,6-diethyl-2,3,6-trimethyl-4-piperidyl)-et...